From a dataset of the Open Reaction Database (ORD), a public repository of structured organic reaction records. describe an organic reaction: reactants, conditions, products, and yield The reactants are CC1=C(C=C(C=C1)NC(OC1=CC=CC=C1)=O)C=1C=NC=CC1C (Phenyl N-[4-Methyl-3-(4-methylpyrid-3-yl)phenyl]carbamate), COC=1C=C2CCNC2=CC1C(F)(F)F (5-methoxy-6-trifluoromethylindoline). Run in CN(C=O)C (dimethylformamide). Conditions: temperature 100 celsius. Product: CC1=C(C=C(C=C1)NC(=O)N1CCC2=CC(=C(C=C12)C(F)(F)F)OC)C=1C=NC=CC1C (1-[4-Methyl-3-(4-methyl-3-pyridyl)phenylcarbamoyl]-5-methoxy-6-trifluoromethyl Indoline). Isolated yield 46.2%. As a reaction SMILES: [CH3:1][C:2]1[CH:7]=[CH:6][C:5]([NH:8][C:9](=[O:17])OC2C=CC=CC=2)=[CH:4][C:3]=1[C:18]1[CH:19]=[N:20][CH:21]=[CH:22][C:23]=1[CH3:24].[CH3:25][O:26][C:27]1[CH:28]=[C:29]2[C:33](=[CH:34][C:35]=1[C:36]([F:39])([F:38])[F:37])[NH:32][CH2:31][CH2:30]2>CN(C)C=O>[CH3:1][C:2]1[CH:7]=[CH:6][C:5]([NH:8][C:9]([N:32]2[C:33]3[C:29](=[CH:28][C:27]([O:26][CH3:25])=[C:35]([C:36]([F:38])([F:39])[F:37])[CH:34]=3)[CH2:30][CH2:31]2)=[O:17])=[CH:4][C:3]=1[C:18]1[CH:19]=[N:20][CH:21]=[CH:22][C:23]=1[CH3:24]. Reported procedure: Phenyl N-(4-Methyl-3-(4-methylpyrid-3-yl)phenyl)carbamate (D69) (0.5 g, 0.0016 mole) in dry dimethylformamide (20 ml) was treated with 5-methoxy-6-trifluoromethylindoline (D11) (0.34 g, 0.0016 mole) under argon and heated to 100° C. for 6 hrs. The mixture was allowed to cool and evaporated to dryness in vacuo. The residue was dissolved in dichloromethane and the solution washed with 10% aqueous sodium hydroxide solution (2×20 ml) and then with saturated aqueous sodium chloride solution (30 ml). ... The reactants are CC(C)(C)OC(=O)N1CCN(c2nccnc2Cl)CC1, CCO, Cc1ccccc1, OB(O)c1ccc(OC(F)(F)F)cc1, [Na+], [Na+], O=C([O-])[O-], c1ccc(P(c2ccccc2)(c2ccccc2)[Pd](P(c2ccccc2)(c2ccccc2)c2ccccc2)(P(c2ccccc2)(c2ccccc2)c2ccccc2)P(c2ccccc2)(c2ccccc2)c2ccccc2)cc1. The product is CC(C)(C)OC(=O)N1CCN(c2nccnc2-c2ccc(OC(F)(F)F)cc2)CC1. Reaction SMILES: [C:1]([CH3:2])([CH3:3])([CH3:4])[O:5][C:6](=[O:7])[N:8]1[CH2:9][CH2:10][N:11]([c:14]2[n:15][cH:16][cH:17][n:18][c:19]2[Cl:20])[CH2:12][CH2:13]1.[CH3:35][CH2:36][OH:37].[CH3:44][c:45]1[cH:46][cH:47][cH:48][cH:49][cH:50]1.[F:21][C:22]([O:23][c:24]1[cH:25][cH:26][c:27]([B:30]([OH:31])[OH:32])[cH:28][cH:29]1)([F:33])[F:34].[Na+:38].[Na+:39].[O-:40][C:41](=[O:42])[O-:43].[cH:51]1[cH:52][cH:53][c:54]([P:55]([Pd:56]([P:57]([c:58]2[cH:59][cH:60][cH:61][cH:62][cH:63]2)([c:64]2[cH:65][cH:66][cH:67][cH:68][cH:69]2)[c:70]2[cH:71][cH:72][cH:73][cH:74][cH:75]2)([P:76]([c:77]2[cH:78][cH:79][cH:80][cH:81][cH:82]2)([c:83]2[cH:84][cH:85][cH:86][cH:87][cH:88]2)[c:89]2[cH:90][cH:91][cH:92][cH:93][cH:94]2)[P:95]([c:96]2[cH:97][cH:98][cH:99][cH:100][cH:101]2)([c:102]2[cH:103][cH:104][cH:105][cH:106][cH:107]2)[c:108]2[cH:109][cH:110][cH:111][cH:112][cH:113]2)([c:114]2[cH:115][cH:116][cH:117][cH:118][cH:119]2)[c:120]2[cH:121][cH:122][cH:123][cH:124][cH:125]2)[cH:126][cH:127]1>>[C:1]([CH3:2])([CH3:3])([CH3:4])[O:5][C:6](=[O:7])[N:8]1[CH2:9][CH2:10][N:11]([c:14]2[n:15][cH:16][cH:17][n:18][c:19]2-[c:27]2[cH:26][cH:25][c:24]([O:23][C:22]([F:21])([F:33])[F:34])[cH:29][cH:28]2)[CH2:12][CH2:13]1. The reactants are CC1(Cc2ccc(C#N)cc2)C(=O)N(c2cc(Cl)cc(Cl)c2)c2ncc(S(=O)(=O)N3CCCC3C(N)=O)n21, CC(=O)OC(C)=O. Product: CC(=O)NC(=O)C1CCCN1S(=O)(=O)c1cnc2n1C(C)(Cc1ccc(C#N)cc1)C(=O)N2c1cc(Cl)cc(Cl)c1. As a reaction SMILES: [C:1](#[N:2])[c:3]1[cH:4][cH:5][c:6]([CH2:7][C:8]2([CH3:36])[C:9](=[O:35])[N:10]([c:27]3[cH:28][c:29]([Cl:34])[cH:30][c:31]([Cl:33])[cH:32]3)[c:11]3[n:12]2[c:13]([S:16](=[O:17])(=[O:18])[N:19]2[CH:20]([C:24](=[O:25])[NH2:26])[CH2:21][CH2:22][CH2:23]2)[cH:14][n:15]3)[cH:37][cH:38]1.[CH3:39][C:40](=[O:41])[O:42][C:43](=[O:44])[CH3:45]>>[C:1](#[N:2])[c:3]1[cH:4][cH:5][c:6]([CH2:7][C:8]2([CH3:36])[C:9](=[O:35])[N:10]([c:27]3[cH:28][c:29]([Cl:34])[cH:30][c:31]([Cl:33])[cH:32]3)[c:11]3[n:12]2[c:13]([S:16](=[O:17])(=[O:18])[N:19]2[CH:20]([C:24](=[O:25])[NH:26][C:40]([CH3:39])=[O:41])[CH2:21][CH2:22][CH2:23]2)[cH:14][n:15]3)[cH:37][cH:38]1. Starting materials: NC=1N=C(C2=C(N1)C=CN2COCC2=CC=CC=C2)OCC2=CC=CC=C2 (2-amino-4-benzyloxy-5-N-benzyloxymethylpyrrolo[3,2-d]pyrimidine), BrN1C(CCC1=O)=O (N-bromosuccinimide). The solvent is C(Cl)Cl (methylene chloride). Yields the product NC=1N=C(C2=C(N1)C(=CN2COCC2=CC=CC=C2)Br)OCC2=CC=CC=C2 (2-amino-4-benzyloxy-5-N-benzyloxymethyl-7-bromopyrrolo[3,2-d]pyrimidine). Isolated yield 94.3%. As a reaction SMILES: [NH2:1][C:2]1[N:3]=[C:4]([O:20][CH2:21][C:22]2[CH:27]=[CH:26][CH:25]=[CH:24][CH:23]=2)[C:5]2[N:10]([CH2:11][O:12][CH2:13][C:14]3[CH:19]=[CH:18][CH:17]=[CH:16][CH:15]=3)[CH:9]=[CH:8][C:6]=2[N:7]=1.[Br:28]N1C(=O)CCC1=O>C(Cl)Cl>[NH2:1][C:2]1[N:3]=[C:4]([O:20][CH2:21][C:22]2[CH:27]=[CH:26][CH:25]=[CH:24][CH:23]=2)[C:5]2[N:10]([CH2:11][O:12][CH2:13][C:14]3[CH:19]=[CH:18][CH:17]=[CH:16][CH:15]=3)[CH:9]=[C:8]([Br:28])[C:6]=2[N:7]=1. Procedure: A solution of 2-amino-4-benzyloxy-5-N-benzyloxymethylpyrrolo[3,2-d]pyrimidine (1.0 g) in methylene chloride (30 mL) was stirred in an ice bath while N-bromosuccinimide (0.5 g) was added portion-wise. The solution was concentrated and chromatography afforded 2-amino-4-benzyloxy-5-N-benzyloxymethyl-7-bromopyrrolo[3,2-d]pyrimidine (1.15 g) as a white solid. 13C NMR (CDCl3), δ 158.8, 157.2, 150.9, 137.3, 136.6, 131.8, 129.0, 128.8, 128.6, 128.5, 128.3, 127.9, 111.3, 90.3, 77.8, 70.7, 68.4. Starting materials: FC1=C(C(=O)O)C(=CC=C1)C1=NC=CC=N1 (2-Fluoro-6-pyrimidin-2-yl-benzoic acid), COC1=NC(=NC(=C1)OC)N1CC2CNCC2C1 (2-(4,6-Dimethoxy-pyrimidin-2-yl)-octahydro-pyrrolo[3,4-c]pyrrole). Yields the product COC1=NC(=NC(=C1)OC)N1CC2CN(CC2C1)C(=O)C1=C(C=CC=C1C1=NC=CC=N1)F (2-(4,6-Dimethoxypyrimidin-2-yl)-5-[(2-fluoro-6-pyrimidin-2-ylphenyl)carbonyl]octahydropyrrolo[3,4-c]pyrrole). RXN SMILES: [F:1][C:2]1[CH:10]=[CH:9][CH:8]=[C:7]([C:11]2[N:16]=[CH:15][CH:14]=[CH:13][N:12]=2)[C:3]=1[C:4]([OH:6])=O.[CH3:17][O:18][C:19]1[CH:24]=[C:23]([O:25][CH3:26])[N:22]=[C:21]([N:27]2[CH2:34][CH:33]3[CH:29]([CH2:30][NH:31][CH2:32]3)[CH2:28]2)[N:20]=1>>[CH3:17][O:18][C:19]1[CH:24]=[C:23]([O:25][CH3:26])[N:22]=[C:21]([N:27]2[CH2:34][CH:33]3[CH:29]([CH2:30][N:31]([C:4]([C:3]4[C:7]([C:11]5[N:16]=[CH:15][CH:14]=[CH:13][N:12]=5)=[CH:8][CH:9]=[CH:10][C:2]=4[F:1])=[O:6])[CH2:32]3)[CH2:28]2)[N:20]=1. Procedure details: The title compound was prepared in a manner analogous to Example 15 utilizing Intermediate 14 and Intermediate 39. MS (ESI) mass calcd. for C23H23FN6O3, 450.47; m/z found, 451.1 [M+H]+. 1H NMR (CDCl3): rotamers observed, 8.75-8.65 (m, 2H), 8.12-8.01 (m, 1H), 7.45-7.38 (m, 1H), 7.20-7.12 (m, 1H), 7.05 (t, J=4.9 Hz, 1H), 5.32 (s, 1H), 3.96-3.41 (m, 12.4H), 3.32-2.27 (m, 0.7H), 3.22-3.15 (m, 0.5H), 3.06-2.86 (m, 2.4H).